From a dataset of the Open Reaction Database (ORD), a public repository of structured organic reaction records. describe an organic reaction: reactants, conditions, products, and yield Reaction SMILES: [CH2:1]([N:4]([CH2:19][CH2:20][CH3:21])[CH:5]1[CH2:18][C:8]2=[CH:9][C:10]3[C:11](=[O:17])[NH:12][C:13](=[O:16])[C:14]=3[CH:15]=[C:7]2[CH2:6]1)[CH2:2][CH3:3].Cl[CH2:23][C:24]1[N:28]=[CH:27][O:26][N:25]=1.Cl>>[CH2:19]([N:4]([CH2:1][CH2:2][CH3:3])[CH:5]1[CH2:18][C:8]2=[CH:9][C:10]3[C:11](=[O:17])[N:12]([CH2:23][C:24]4[N:28]=[CH:27][O:26][N:25]=4)[C:13](=[O:16])[C:14]=3[CH:15]=[C:7]2[CH2:6]1)[CH2:20][CH3:21]. Reactants: C(CC)N(C1CC=2C(=CC=3C(NC(C3C2)=O)=O)C1)CCC (6-(Dipropylamino)-6,7-dihydrocyclopent[f]isoindole-1,3(2H,5H)-dione), ClCC1=NOC=N1 (3-(chloromethyl)-1,2,4-oxadiazole), Cl (HCl). Procedure: Using procedure 48, 6-(dipropylamino)-6,7-dihydrocyclopent[f]isoindole-1,3(2H,5H)-dione (93, 0.14 g, 0.5 mmol) was treated with 3-(chloromethyl)-1,2,4-oxadiazole (0.09 g, 0.75 mmol). Purification using silica gel, eluting with 7:1 CH2Cl2 /acetone, afforded a solid that was converted to an HCl salt and recrystallized from CH2Cl2 /Et2O to give 100 as a white solid (m.p. 190-191° C.). Yields the product C(CC)N(C1CC=2C(=CC=3C(N(C(C3C2)=O)CC2=NOC=N2)=O)C1)CCC (6-(Dipropylamino)-6,7-dihydro-2-(1,2,4-oxadiazol-3-ylmethyl)cyclopent[f]isoindole-1,3(2H,5H)-dione). Starting materials: N[C@H]([C@H](C(CO)O)O)CC1CCCCC1 ((2RS,3R,4S)-4-amino-5-cyclohexyl-1,2,3-pentanetriol), C1(CCCCC1)C[C@@H]1N(C(O[C@H]1C(=O)C1CC1)(C)C)C(=O)OC(C)(C)C (tert-butyl (4S,5R)-4-(cyclohexylmethyl)-5-(cyclopropylcarbonyl)-2,2-dimethyl-3-oxazolidinecarboxylate). The product is N[C@H]([C@H](C(=O)C1CC1)O)CC1CCCCC1 ((2R,3S)-3-amino-4-cyclohexyl-1-cyclopropyl-2-hydroxy-1-butanone). Reaction SMILES: N[C@@H](CC1CCCCC1)[C@@H](O)C(O)CO.[CH:16]1([CH2:22][C@H:23]2[C@H:27]([C:28]([CH:30]3[CH2:32][CH2:31]3)=[O:29])[O:26]C(C)(C)[N:24]2C(OC(C)(C)C)=O)[CH2:21][CH2:20][CH2:19][CH2:18][CH2:17]1>>[NH2:24][C@@H:23]([CH2:22][CH:16]1[CH2:21][CH2:20][CH2:19][CH2:18][CH2:17]1)[C@@H:27]([OH:26])[C:28]([CH:30]1[CH2:32][CH2:31]1)=[O:29]. Reported procedure: In a manner analogous to the procedure described in Example 24 for the preparation of (2RS,3R,4S)-4-amino-5-cyclohexyl-1,2,3-pentanetriol, starting from tert-butyl (4S,5R)-4-(cyclohexylmethyl)-5-(cyclopropylcarbonyl)-2,2-dimethyl-3-oxazolidinecarboxylate there is obtained (2R,3S)-3-amino-4-cyclohexyl-1-cyclopropyl-2-hydroxy-1-butanone, MS: 226 (M+H)+. The reactants are ClC(C(=O)N(C1=CC(=CC=C1)C1=CC(=NO1)C1=C(C=CC=C1Cl)Cl)CCP(OCC)(OCC)=O)Cl (Diethyl 2-(2,2-dichloro-N-(3-(3-(2,6-dichlorophenyl)isoxazol-5-yl)phenyl)acetamido)ethylphosphonate), Br[Si](C)(C)C (Bromotrimethylsilane). Run in C(Cl)Cl (methylene chloride). Reaction conditions: time 4 hour. The product is ClC(C(=O)N(C1=CC(=CC=C1)C1=CC(=NO1)C1=C(C=CC=C1Cl)Cl)CCP(O)(O)=O)Cl (2-(2,2-dichloro-N-(3-(3-(2,6-dichlorophenyl)isoxazol-5-yl)phenyl)acetamido)ethylphosphonic acid). Reaction SMILES: [Cl:1][CH:2]([Cl:35])[C:3]([N:5]([CH2:25][CH2:26][P:27](=[O:34])([O:31]CC)[O:28]CC)[C:6]1[CH:11]=[CH:10][CH:9]=[C:8]([C:12]2[O:16][N:15]=[C:14]([C:17]3[C:22]([Cl:23])=[CH:21][CH:20]=[CH:19][C:18]=3[Cl:24])[CH:13]=2)[CH:7]=1)=[O:4].Br[Si](C)(C)C>C(Cl)Cl>[Cl:35][CH:2]([Cl:1])[C:3]([N:5]([CH2:25][CH2:26][P:27](=[O:28])([OH:34])[OH:31])[C:6]1[CH:11]=[CH:10][CH:9]=[C:8]([C:12]2[O:16][N:15]=[C:14]([C:17]3[C:18]([Cl:24])=[CH:19][CH:20]=[CH:21][C:22]=3[Cl:23])[CH:13]=2)[CH:7]=1)=[O:4]. Procedure: Diethyl 2-(2,2-dichloro-N-(3-(3-(2,6-dichlorophenyl)isoxazol-5-yl)phenyl)acetamido)ethylphosphonate (Cpd. No. 1, 50 mg, 0.09 mmol) was dissolved in anhydrous methylene chloride (1 mL). Bromotrimethylsilane (750 μL, 5.7 mmol) was added and the mixture was stirred for 4 h whereupon the LC-MS confirmed the starting material was consumed. The solvent was removed under reduced pressure. The resulting residue was dissolved in methanol:water (1:1, 3 mL) and shaken for 30 min. The mixture was filtered o... The yield is 82.1%. RXN SMILES: Br[C:2]1[CH:7]=[CH:6][CH:5]=[CH:4][CH:3]=1.[NH:8]1[CH2:13][CH2:12][O:11][CH2:10][CH2:9]1.CC([O-])(C)C.[Na+].C(Cl)(Cl)Cl>C1(C)C=CC=CC=1.C1C=CC(/C=C/C(/C=C/C2C=CC=CC=2)=O)=CC=1.C1C=CC(/C=C/C(/C=C/C2C=CC=CC=2)=O)=CC=1.C1C=CC(/C=C/C(/C=C/C2C=CC=CC=2)=O)=CC=1.[Pd].[Pd].C1(P(C2C=CC=CC=2)C2[C-](N(C)C)C=CC=2)C=CC=CC=1.[CH-]1C=CC=C1.[Fe+2]>[C:2]1([N:8]2[CH2:13][CH2:12][O:11][CH2:10][CH2:9]2)[CH:7]=[CH:6][CH:5]=[CH:4][CH:3]=1 |f:2.3,6.7.8.9.10,11.12.13|. Product: C1(=CC=CC=C1)N1CCOCC1 (N-Phenylmorpholine). Reactants: C(Cl)(Cl)Cl (CHCl3), BrC1=CC=CC=C1 (bromobenzene), N1CCOCC1 (morpholine), CC(C)(C)[O-].[Na+] (NaOt-Bu). Procedure: According to General Procedure B, a mixture of bromobenzene (53 μL, 0.50 mmol), morpholine (52 μL, 0.60 mmol), NaOt-Bu (67 mg, 0.70 mmol), Pd2(dba)3.CHCl3 (10 mg, 0.01 mmol) and 12f (8 mg, 0.02 mmol) in PhMe (2.5 mL), was heated, cooled and filtered. Column chromatography (6:1:93 Et2O/Et3N/hexane, silica gel) gave 52h (67 mg, 82%) as a colorless solid. 1H NMR (600 MHz, CDCl3) δ 7.32 (t, 2H, J=4.2 Hz), 6.97-6.91 (m, 3H), 3.90 (t, 4H, J=2.4 Hz), 3.19 (t, 4H, J=2.4 Hz); 13C NMR (150.9 MHz, CDCl3) δ... Reagents/catalysts: C1(=CC=CC=C1)P(C=1[C-](C=CC1)N(C)C)C1=CC=CC=C1.[CH-]1C=CC=C1.[Fe+2] (2-Diphenylphosphino-dimethylaminoferrocene), C=1C=CC(=CC1)/C=C/C(=O)/C=C/C2=CC=CC=C2.C=1C=CC(=CC1)/C=C/C(=O)/C=C/C2=CC=CC=C2.C=1C=CC(=CC1)/C=C/C(=O)/C=C/C2=CC=CC=C2.[Pd].[Pd] (Pd2(dba)3). Solvent: C1(=CC=CC=C1)C (PhMe). Reactants: O=C1CCC(=O)N1Cl, Cc1ccc(COc2nc(N)nc(-c3ccco3)c2C#N)nc1, CN(C)C=O. The product is Cc1ccc(COc2nc(N)nc(-c3ccc(Cl)o3)c2C#N)nc1. As a reaction SMILES: [Cl:24][N:25]1[C:26](=[O:27])[CH2:28][CH2:29][C:30]1=[O:31].[NH2:1][c:2]1[n:3][c:4]([O:15][CH2:16][c:17]2[n:18][cH:19][c:20]([CH3:23])[cH:21][cH:22]2)[c:5]([C:13]#[N:14])[c:6](-[c:8]2[o:9][cH:10][cH:11][cH:12]2)[n:7]1.[O:32]=[CH:33][N:34]([CH3:35])[CH3:36]>>[NH2:1][c:2]1[n:3][c:4]([O:15][CH2:16][c:17]2[n:18][cH:19][c:20]([CH3:23])[cH:21][cH:22]2)[c:5]([C:13]#[N:14])[c:6](-[c:8]2[o:9][c:10]([Cl:24])[cH:11][cH:12]2)[n:7]1. The reactants are O=C1CC(=NN1C1=C(C=C(C=C1Cl)Cl)Cl)N(C(C1=CC(=CC=C1)[N+](=O)[O-])=O)CCC (N-[4,5-Dihydro-5-oxo-1-(2,4,6-trichlorophenyl)-1H-pyrazol-3-yl]-N-propyl-3-nitrobenzamide). Reagents/catalysts: [Pd] (palladium on charcoal). The solvent is C(C)(=O)O (acetic acid). Conditions: time 4 hour. Yields the product O=C1CC(=NN1C1=C(C=C(C=C1Cl)Cl)Cl)N(C(C1=CC(=CC=C1)N)=O)CCC (N-[4,5-Dihydro-5-oxo-1-(2,4,6-trichlorophenyl)-1H-pyrazol-3-yl]-N-propyl-3-aminobenzamide). As a reaction SMILES: [O:1]=[C:2]1[N:6]([C:7]2[C:12]([Cl:13])=[CH:11][C:10]([Cl:14])=[CH:9][C:8]=2[Cl:15])[N:5]=[C:4]([N:16]([CH2:28][CH2:29][CH3:30])[C:17](=[O:27])[C:18]2[CH:23]=[CH:22][CH:21]=[C:20]([N+:24]([O-])=O)[CH:19]=2)[CH2:3]1>C(O)(=O)C.[Pd]>[O:1]=[C:2]1[N:6]([C:7]2[C:8]([Cl:15])=[CH:9][C:10]([Cl:14])=[CH:11][C:12]=2[Cl:13])[N:5]=[C:4]([N:16]([CH2:28][CH2:29][CH3:30])[C:17](=[O:27])[C:18]2[CH:23]=[CH:22][CH:21]=[C:20]([NH2:24])[CH:19]=2)[CH2:3]1. Reported procedure: N-[4,5-Dihydro-5-oxo-1-(2,4,6-trichlorophenyl)-1H-pyrazol-3-yl]-N-propyl-3-nitrobenzamide (33.0 g, 68.3 mmol) was dissolved in glacial acetic acid (300 ml) and 10% palladium on charcoal (3.2 g) was added. The mixture was hydrogenated under pressure (30 atms) for 4 hrs, then the catalyst was removed by filtration through Kieselguhr. The solvent was removed by evaporation and the product was dried under vacuum to give a white glass, 32.5 g, ca 100%. The product was used in the next stage without p... Reactants: NCc1cn(-c2ccccc2)c2cc(Cl)ccc2c1=O, O=C(O)c1ccc2[nH]cnc2c1. Product: O=C(NCc1cn(-c2ccccc2)c2cc(Cl)ccc2c1=O)c1ccc2nc[nH]c2c1. Reaction SMILES: [NH2:1][CH2:2][c:3]1[cH:4][n:5](-[c:15]2[cH:16][cH:17][cH:18][cH:19][cH:20]2)[c:6]2[cH:7][c:8]([Cl:14])[cH:9][cH:10][c:11]2[c:12]1=[O:13].[nH:21]1[cH:22][n:23][c:24]2[c:25]1[cH:26][cH:27][c:28]([C:30](=[O:31])[OH:32])[cH:29]2>>[NH:1]([CH2:2][c:3]1[cH:4][n:5](-[c:15]2[cH:16][cH:17][cH:18][cH:19][cH:20]2)[c:6]2[cH:7][c:8]([Cl:14])[cH:9][cH:10][c:11]2[c:12]1=[O:13])[C:30]([c:28]1[cH:27][cH:26][c:25]2[n:21][cH:22][nH:23][c:24]2[cH:29]1)=[O:31]. Reactants: C(C)(=O)OC(C)OC([C@@H](NC(=O)OC(C)(C)C)CC1=CC=C(C=C1)C=1C(N(C(N(C1C)C)=O)C)=O)=O (N-[(1,1-dimethylethoxy)carbonyl]-4-(1,3,6-trimethyl-2,4-dioxo-5-pyrimidinyl)-L-phenylalanine 1-(acetoxy)ethyl ester), Cl (hydrochloric acid), O1CCOCC1 (dioxane). The solvent is C(C)OCC (diethyl ether), ClCCl (dichloromethane). Conditions: time 2 hour. The product is Cl.C(C)(=O)OC(C)OC([C@@H](N)CC1=CC=C(C=C1)C=1C(N(C(N(C1C)C)=O)C)=O)=O (4-(1,3,6-trimethyl-2,4-dioxo-5-pyrimidinyl)-L-phenylalanine 1-(acetoxy)ethyl ester hydrochloride). Yield: 99.0%. RXN SMILES: [C:1]([O:4][CH:5]([O:7][C:8](=[O:36])[C@H:9]([CH2:18][C:19]1[CH:24]=[CH:23][C:22]([C:25]2[C:26](=[O:35])[N:27]([CH3:34])[C:28](=[O:33])[N:29]([CH3:32])[C:30]=2[CH3:31])=[CH:21][CH:20]=1)[NH:10]C(OC(C)(C)C)=O)[CH3:6])(=[O:3])[CH3:2].[ClH:37].O1CCOCC1>C(OCC)C.ClCCl>[ClH:37].[C:1]([O:4][CH:5]([O:7][C:8](=[O:36])[C@H:9]([CH2:18][C:19]1[CH:20]=[CH:21][C:22]([C:25]2[C:26](=[O:35])[N:27]([CH3:34])[C:28](=[O:33])[N:29]([CH3:32])[C:30]=2[CH3:31])=[CH:23][CH:24]=1)[NH2:10])[CH3:6])(=[O:3])[CH3:2] |f:5.6|. Procedure details: The solid N-[(1,1-dimethylethoxy)carbonyl]-4-(1,3,6-trimethyl-2,4-dioxo-5-pyrimidinyl)-L-phenylalanine 1-(acetoxy)ethyl ester (1.4 mmol, 0.705 g) was treated with 4N hydrochloric acid in dioxane (20 mmol, 5 mL) at room temperature and the solution was stirred for 2 h as a white precipitate was formed. The mixture was diluted with diethyl ether and dichloromethane and the solids were collected by filtration washing with diethyl ether. After air drying, 0.63 g (99% yield) of 4-(1,3,6-trimethyl-2,4... The reactants are NC(C(=O)OCC)C=C(CCCCO)CP(=O)(O)O (ethyl 2-amino-4-phosphonomethyl-8-hydroxy-oct-3-enoate). Solvent: O (water). Conditions: time 48 hour. The product is NC(C(=O)O)C=C(CCCCO)CP(=O)(O)O (2-amino-4-phosphonomethyl-8-hydroxy-oct-3-enoic acid). The yield is 63.8%. As a reaction SMILES: [NH2:1][CH:2]([CH:8]=[C:9]([CH2:15][P:16]([OH:19])([OH:18])=[O:17])[CH2:10][CH2:11][CH2:12][CH2:13][OH:14])[C:3]([O:5]CC)=[O:4]>O>[NH2:1][CH:2]([CH:8]=[C:9]([CH2:15][P:16]([OH:19])([OH:18])=[O:17])[CH2:10][CH2:11][CH2:12][CH2:13][OH:14])[C:3]([OH:5])=[O:4]. Reported procedure: 1.0 g (3.4 mmol) ethyl 2-amino-4-phosphonomethyl-8-hydroxy-oct-3-enoate (Example 20) in 10 ml of water are refluxed, while stirring, for 48 hours. The reaction mixture is evaporated to dryness yielding after drying 0.58 g (64% yield) of 2-amino-4-phosphonomethyl-8-hydroxy-oct-3-enoic acid, m.p. 152°-155°.